This data is from the Open Reaction Database (ORD), a public repository of structured organic reaction records. The task is: describe an organic reaction: reactants, conditions, products, and yield The reactants are C(O)([O-])=O.[Na+] (sodium hydrogencarbonate), C(C1=CC=CC=C1)SC1(CCSCC1)CNC(=O)C=1NC2=C(C=C(C=C2C1)OCCOC)N(S(=O)(=O)C1=NC=CC=C1)C (N-{[4-(benzylthio)tetrahydro-2H-thiopyran-4-yl]methyl}-5-(2-methoxyethoxy)-7-[methyl(pyridin-2-ylsulfonyl)amino]-1H-indole-2-carboxamide), C1(=CC=CC=C1)SC (thioanisole), C1(=CC=CC=C1)P(C1=CC=CC=C1)(C1=CC=CC=C1)=O (triphenylphosphine oxide), FC(S(=O)(=O)OS(=O)(=O)C(F)(F)F)(F)F (trifluoromethanesulfonic anhydride). The solvent is C(C)#N (acetonitrile), C(C)#N (acetonitrile), C(C)#N (acetonitrile). Conditions: temperature 0 celsius, time 30 minute. Yields the product S1C(=NCC12CCSCC2)C=2NC1=C(C=C(C=C1C2)OCCOC)N(S(=O)(=O)C2=NC=CC=C2)C (N-[2-(1,8-dithia-3-azaspiro[4.5]dec-2-en-2-yl)-5-(2-methoxyethoxy)-1H-indol-7-yl]-N-methylpyridine-2-sulfonamide). Isolated yield 16.5%. As a reaction SMILES: C1(P(=O)(C2C=CC=CC=2)C2C=CC=CC=2)C=CC=CC=1.FC(F)(F)S(OS(C(F)(F)F)(=O)=O)(=O)=O.C([S:43][C:44]1([CH2:50][NH:51][C:52]([C:54]2[NH:55][C:56]3[C:61]([CH:62]=2)=[CH:60][C:59]([O:63][CH2:64][CH2:65][O:66][CH3:67])=[CH:58][C:57]=3[N:68]([CH3:78])[S:69]([C:72]2[CH:77]=[CH:76][CH:75]=[CH:74][N:73]=2)(=[O:71])=[O:70])=O)[CH2:49][CH2:48][S:47][CH2:46][CH2:45]1)C1C=CC=CC=1.C1(SC)C=CC=CC=1.C(=O)([O-])O.[Na+]>C(#N)C>[S:43]1[C:44]2([CH2:49][CH2:48][S:47][CH2:46][CH2:45]2)[CH2:50][N:51]=[C:52]1[C:54]1[NH:55][C:56]2[C:61]([CH:62]=1)=[CH:60][C:59]([O:63][CH2:64][CH2:65][O:66][CH3:67])=[CH:58][C:57]=2[N:68]([CH3:78])[S:69]([C:72]1[CH:77]=[CH:76][CH:75]=[CH:74][N:73]=1)(=[O:70])=[O:71] |f:4.5|. Reported procedure: To a solution of triphenylphosphine oxide (2.0 g) in acetonitrile (14 mL) was added dropwise trifluoromethanesulfonic anhydride (1.0 mL) at 0° C., and the mixture was stirred at 0° C. for 30 min. The obtained suspension was diluted with acetonitrile (36 mL), and a solution of N-{[4-(benzylthio)tetrahydro-2H-thiopyran-4-yl]methyl}-5-(2-methoxyethoxy)-7-[methyl(pyridin-2-ylsulfonyl)amino]-1H-indole-2-carboxamide (1.9 g) and thioanisole (0.70 mL) in acetonitrile (50 mL) was added. The reaction mixt... Yields the product C1(=CC=CC=C1)C(CSC=1SC2=C(N1)C1=CC=CC(=C1CC2)OCCC(=O)O)C2=CC=CC=C2 (3-[[2-(2,2-Diphenylethyl)thio-4,5-dihydronaphtho[1,2-d]thiazol-6-yl]oxy]propionic Acid). As a reaction SMILES: [SH:1][C:2]1[S:3][C:4]2[CH2:14][CH2:13][C:12]3[C:7](=[CH:8][CH:9]=[CH:10][C:11]=3[O:15][CH2:16][CH2:17][C:18]([O:20]CC)=[O:19])[C:5]=2[N:6]=1.[C:23]1([CH:29]([C:32]2[CH:37]=[CH:36][CH:35]=[CH:34][CH:33]=2)[CH2:30]I)[CH:28]=[CH:27][CH:26]=[CH:25][CH:24]=1>>[C:23]1([CH:29]([C:32]2[CH:33]=[CH:34][CH:35]=[CH:36][CH:37]=2)[CH2:30][S:1][C:2]2[S:3][C:4]3[CH2:14][CH2:13][C:12]4[C:7](=[CH:8][CH:9]=[CH:10][C:11]=4[O:15][CH2:16][CH2:17][C:18]([OH:20])=[O:19])[C:5]=3[N:6]=2)[CH:28]=[CH:27][CH:26]=[CH:25][CH:24]=1. Yield: 29.0%. Starting materials: SC=1SC2=C(N1)C1=CC=CC(=C1CC2)OCCC(=O)OCC (ethyl 3-[(2-mercapto-4,5-dihydronaphtho[1,2-d]thiazol-6-yl)oxy]propionate), C1(=CC=CC=C1)C(CI)C1=CC=CC=C1 (2,2-diphenylethyl iodide). Procedure: Using ethyl 3-[(2-mercapto-4,5-dihydronaphtho[1,2-d]thiazol-6-yl)oxy]propionate and 2,2-diphenylethyl iodide, the procedure of Example 21 was otherwise repeated to synthesize the title compound. Yield 29%. Reactants: COC=1C=C(C=O)C=C(C1OC)[N+](=O)[O-] (3,4-dimethoxy-5-nitrobenzaldehyde), ice water, BrC1=NC=CC=C1 (2-bromopyridine), C(CCC)[Li] (n-butyl lithium). Solvent: O1CCCC1 (tetrahydrofuran), O1CCCC1 (tetrahydrofuran). Run at time 30 minute. Yields the product COC=1C=C(C=C(C1OC)[N+](=O)[O-])C(O)C1=NC=CC=C1 (α-(3,4-dimethoxy-5-nitrophenyl)-2-pyridinemethanol). Reaction SMILES: Br[C:2]1[CH:7]=[CH:6][CH:5]=[CH:4][N:3]=1.C([Li])CCC.[CH3:13][O:14][C:15]1[CH:16]=[C:17]([CH:20]=[C:21]([N+:25]([O-:27])=[O:26])[C:22]=1[O:23][CH3:24])[CH:18]=[O:19]>O1CCCC1>[CH3:13][O:14][C:15]1[CH:16]=[C:17]([CH:18]([C:2]2[CH:7]=[CH:6][CH:5]=[CH:4][N:3]=2)[OH:19])[CH:20]=[C:21]([N+:25]([O-:27])=[O:26])[C:22]=1[O:23][CH3:24]. Reported procedure: 2.76 ml of 2-bromopyridine dissolved in 30 ml of absolute tetrahydrofuran are treated -60° within 30 minutes with 19.2 ml of 1.6M n-butyl lithium solution (in hexane), whereupon the mixture is stirred at -60° for 30 minutes. 6.0 g of 3,4-dimethoxy-5-nitrobenzaldehyde dissolved in 50 ml of tetrahydrofuran are then added dropwise thereto at -40° within 30 minutes. The reaction mixture is warmed to 0° within 2 hours, poured into ice-water and extracted with ethyl acetate. The combined extracts are ...